This data is from the Open Reaction Database (ORD), a public repository of structured organic reaction records. The task is: describe an organic reaction: reactants, conditions, products, and yield Starting materials: BrC=1C=CC(=C(C1)C1=NC2=CC=C(C=C2C=C1)C1=NC2=C(N1C1CCCCC1)C=CC(=C2)C(=O)O)O (2-[2-(5-Bromo-2-hydroxy-phenyl)-quinolin-6-yl]-1-cyclohexyl-1H-benzoimidazole-5-carboxylic acid), [OH-].[K+] (KOH), Compound 354e, OC1=CC=CC=2C=C(OC21)C(C)=O (1-(7-hydroxy-benzofuran-2-yl)-ethanone). Run in C(C)O (ethanol), C(C)O (ethanol). Yields the product C1(CCCCC1)N1C(=NC2=C1C=CC(=C2)C(=O)O)C=2C=C1C=CC(=NC1=CC2)C=2OC1=C(C2)C=CC=C1O (1-cyclohexyl-2-[2-(7-hydroxy-benzofuran-2-yl)-quinolin-6-yl]-1H-benzoimidazole-5-carboxylic acid). Isolated yield 20.0%. RXN SMILES: BrC1C=CC(O)=C(C2C=[CH:16][C:15]3[C:10](=[CH:11][CH:12]=[C:13]([C:18]4[N:22]([CH:23]5[CH2:28][CH2:27][CH2:26][CH2:25][CH2:24]5)[C:21]5[CH:29]=[CH:30][C:31]([C:33]([OH:35])=[O:34])=[CH:32][C:20]=5[N:19]=4)[CH:14]=3)[N:9]=2)C=1.[OH:37][C:38]1[C:46]2[O:45][C:44]([C:47](=O)[CH3:48])=[CH:43][C:42]=2[CH:41]=[CH:40][CH:39]=1.[OH-].[K+]>C(O)C>[CH:23]1([N:22]2[C:21]3[CH:29]=[CH:30][C:31]([C:33]([OH:35])=[O:34])=[CH:32][C:20]=3[N:19]=[C:18]2[C:13]2[CH:14]=[C:15]3[C:10](=[CH:11][CH:12]=2)[N:9]=[C:47]([C:44]2[O:45][C:46]4[C:38]([OH:37])=[CH:39][CH:40]=[CH:41][C:42]=4[CH:43]=2)[CH:48]=[CH:16]3)[CH2:24][CH2:25][CH2:26][CH2:27][CH2:28]1 |f:2.3|. Procedure: Following the procedure and workup for Compound 354, Compound 354e (100 mg, 0.256 mmol) was reacted with 1-(7-hydroxy-benzofuran-2-yl)-ethanone (0.256 mmol) in ethanol (2 mL) using 10% w/v KOH in ethanol (506 μL, 0.64 mmol) to produce the title compound (19 mg, 20% yield). MS: 504.22 (M+H+); HPLC Procedure A, retention time=12.20 min.